Dataset: the Open Reaction Database (ORD), a public repository of structured organic reaction records. Task: describe an organic reaction: reactants, conditions, products, and yield Reactants: CCC=C(CC)c1c(C)cccc1C(=O)NC1(C(=O)O)Cc2ccccc2C1, CCO. Yields the product CCCC(CC)c1c(C)cccc1C(=O)NC1(C(=O)O)Cc2ccccc2C1. RXN SMILES: [CH2:1]([CH3:2])[C:3](=[CH:4][CH2:5][CH3:6])[c:7]1[c:8]([C:9](=[O:10])[NH:11][C:12]2([C:21](=[O:22])[OH:23])[CH2:13][c:14]3[cH:15][cH:16][cH:17][cH:18][c:19]3[CH2:20]2)[cH:24][cH:25][cH:26][c:27]1[CH3:28].[CH3:29][CH2:30][OH:31]>>[CH2:1]([CH3:2])[CH:3]([CH2:4][CH2:5][CH3:6])[c:7]1[c:8]([C:9](=[O:10])[NH:11][C:12]2([C:21](=[O:22])[OH:23])[CH2:13][c:14]3[cH:15][cH:16][cH:17][cH:18][c:19]3[CH2:20]2)[cH:24][cH:25][cH:26][c:27]1[CH3:28].